Dataset: the Open Reaction Database (ORD), a public repository of structured organic reaction records. Task: describe an organic reaction: reactants, conditions, products, and yield The reactants are C(C)(=O)N1C2=CC=CC=C2C=2C3=C(C=CC12)C(=O)OC3=O (9-acetylcarbazole-3,4-dicarboxylic anhydride), CN(CCN)C (N,N-dimethylethylenediamine). Run in C1(=CC=CC=C1)C (toluene). Product: CN(CCN1C(=O)C=2C=CC=3NC4=CC=CC=C4C3C2C1=O)C (N-(2-dimethylaminoethyl)-carbazole-3,4-dicarboximide). The yield is 77.9%. Reaction SMILES: C([N:4]1[C:16]2[CH:15]=[CH:14][C:13]3[C:17]([O:19][C:20](=[O:21])[C:12]=3[C:11]=2[C:10]2[C:5]1=[CH:6][CH:7]=[CH:8][CH:9]=2)=O)(=O)C.[CH3:22][N:23]([CH3:27])[CH2:24][CH2:25][NH2:26]>C1(C)C=CC=CC=1>[CH3:22][N:23]([CH3:27])[CH2:24][CH2:25][N:26]1[C:20](=[O:21])[C:12]2[C:11]3[C:10]4[C:5](=[CH:6][CH:7]=[CH:8][CH:9]=4)[NH:4][C:16]=3[CH:15]=[CH:14][C:13]=2[C:17]1=[O:19]. Reported procedure: To 100 ml of toluene were added 1.12 g of 9-acetylcarbazole-3,4-dicarboxylic anhydride and 1.06 g of N,N-dimethylethylenediamine. The mixture was azeotropically refluxed for 2 hours. The solvent was removed by distillation under reduced pressure. The residue was recrystallized from n-propanol to obtain 960 mg (yield: 78%) of N-(2-dimethylaminoethyl)-carbazole-3,4-dicarboximide as light yellow needles. The reactants are O (H2O), FC1=CC=C2C=C(C(OC2=C1)C(F)(F)F)C(=O)OCC (ethyl 7-fluoro-2-(trifluoromethyl)-2H-chromene-3-carboxylate), CC1=C(C=C(C=C1)C)O (2,5-dimethyl phenol), C([O-])([O-])=O.[K+].[K+] (potassium carbonate). Solvent: CCOCC (ether), CN(C)C=O (DMF). Conditions: temperature 110 celsius. Yields the product CC1=C(OC2=CC=C3C=C(C(OC3=C2)C(F)(F)F)C(=O)OCC)C=C(C=C1)C (ethyl 7-(2,5-dimethylphenoxy)-2-(trifluoromethyl)-2H-chromene-3-carboxylate). As a reaction SMILES: F[C:2]1[CH:11]=[C:10]2[C:5]([CH:6]=[C:7]([C:16]([O:18][CH2:19][CH3:20])=[O:17])[CH:8]([C:12]([F:15])([F:14])[F:13])[O:9]2)=[CH:4][CH:3]=1.[CH3:21][C:22]1[CH:27]=[CH:26][C:25]([CH3:28])=[CH:24][C:23]=1[OH:29].C(=O)([O-])[O-].[K+].[K+].O>CN(C=O)C.CCOCC>[CH3:21][C:22]1[CH:27]=[CH:26][C:25]([CH3:28])=[CH:24][C:23]=1[O:29][C:2]1[CH:11]=[C:10]2[C:5]([CH:6]=[C:7]([C:16]([O:18][CH2:19][CH3:20])=[O:17])[CH:8]([C:12]([F:15])([F:14])[F:13])[O:9]2)=[CH:4][CH:3]=1 |f:2.3.4|. Procedure: To 0.200 g (0.689 mmole) of ethyl 7-fluoro-2-(trifluoromethyl)-2H-chromene-3-carboxylate in 2.5 mL of DMF was added 0.118 g (0.946 mmol) of 2,5-dimethyl phenol to the vessel followed by 0.131 g (0.946 mmole) of potassium carbonate. The suspension was prepared in a capped vial and placed in a J-KEM heating block equipped with shaker, condenser and nitrogen atmosphere. The block was heated to 110° C. for 20hrs. For work up, 10 mL of H2O and 5 mL of ether was added to the mixture. The organic layer...